Dataset: the Open Reaction Database (ORD), a public repository of structured organic reaction records. Task: describe an organic reaction: reactants, conditions, products, and yield The product is C(C1=CC=CC=C1)C1(CC1)NCC(O)C1=CC=C(C=2NC(COC21)=O)O (8-[2-(1-benzyl-cyclopropylamino)-1-hydroxy-ethyl]-5-hydroxy-4H-benzo[1,4]oxazin-3-one). As a reaction SMILES: C([O:8][C:9]1[C:14]2[NH:15][C:16](=[O:19])[CH2:17][O:18][C:13]=2[C:12]([C:20](=[O:24])[CH:21](O)O)=[CH:11][CH:10]=1)C1C=CC=CC=1.[CH2:25]([C:32]1([NH2:35])[CH2:34][CH2:33]1)[C:26]1[CH:31]=[CH:30][CH:29]=[CH:28][CH:27]=1.FC(F)(F)C([O-])=O>>[CH2:25]([C:32]1([NH:35][CH2:21][CH:20]([C:12]2[C:13]3[O:18][CH2:17][C:16](=[O:19])[NH:15][C:14]=3[C:9]([OH:8])=[CH:10][CH:11]=2)[OH:24])[CH2:34][CH2:33]1)[C:26]1[CH:31]=[CH:30][CH:29]=[CH:28][CH:27]=1. Reactants: C(C1=CC=CC=C1)OC1=CC=C(C2=C1NC(CO2)=O)C(C(O)O)=O (5-benzyloxy-8-(2,2-dihydroxy-acetyl)-4H-benzo[1,4]oxazin-3-one), C(C1=CC=CC=C1)C1(CC1)N (1-benzyl-cyclopropylamine), FC(C(=O)[O-])(F)F (trifluoroacetate). Reported procedure: Prepared according to general method 3 from 329 mg (1 mmol) 5-benzyloxy-8-(2,2-dihydroxy-acetyl)-4H-benzo[1,4]oxazin-3-one and 147 mg (1 mmol) 1-benzyl-cyclopropylamine. Yield: 56 mg (12%, trifluoroacetate); mass spectroscopy: [M+H]+=355. Starting materials: O=C([O-])[O-], CC(C)=O, Oc1c(Cl)cc(OCC=C(Cl)Cl)cc1Cl, Fc1ccc(C2(CCCCl)OCCO2)cc1, [I-], [K+], [K+], [K+]. Product: Fc1ccc(C2(CCCOc3c(Cl)cc(OCC=C(Cl)Cl)cc3Cl)OCCO2)cc1. As a reaction SMILES: [C:32](=[O:33])([O-:34])[O-:35].[CH3:40][C:41](=[O:42])[CH3:43].[Cl:17][c:18]1[c:19]([OH:31])[c:20]([Cl:30])[cH:21][c:22]([O:24][CH2:25][CH:26]=[C:27]([Cl:28])[Cl:29])[cH:23]1.[Cl:1][CH2:2][CH2:3][CH2:4][C:5]1([c:10]2[cH:11][cH:12][c:13]([F:16])[cH:14][cH:15]2)[O:6][CH2:7][CH2:8][O:9]1.[I-:39].[K+:36].[K+:37].[K+:38]>>[CH2:2]([CH2:3][CH2:4][C:5]1([c:10]2[cH:11][cH:12][c:13]([F:16])[cH:14][cH:15]2)[O:6][CH2:7][CH2:8][O:9]1)[O:31][c:19]1[c:18]([Cl:17])[cH:23][c:22]([O:24][CH2:25][CH:26]=[C:27]([Cl:28])[Cl:29])[cH:21][c:20]1[Cl:30]. Starting materials: CCc1cc(-c2cc(C(=O)O)ccn2)c(C)[nH]c1=O, C1CCNC1. As a reaction SMILES: [CH2:1]([CH3:2])[c:3]1[cH:4][c:5](-[c:11]2[n:12][cH:13][cH:14][c:15]([C:17](=[O:18])[OH:19])[cH:16]2)[c:6]([CH3:10])[nH:7][c:8]1=[O:9].[CH2:20]1[CH2:21][CH2:22][NH:23][CH2:24]1>>[CH2:1]([CH3:2])[c:3]1[cH:4][c:5](-[c:11]2[n:12][cH:13][cH:14][c:15]([C:17](=[O:19])[N:23]3[CH2:22][CH2:21][CH2:20][CH2:24]3)[cH:16]2)[c:6]([CH3:10])[nH:7][c:8]1=[O:9]. The product is CCc1cc(-c2cc(C(=O)N3CCCC3)ccn2)c(C)[nH]c1=O.